From a dataset of the Open Reaction Database (ORD), a public repository of structured organic reaction records. describe an organic reaction: reactants, conditions, products, and yield Reactants: CS(=O)(=O)Nc1ccc(CCNCc2ccccc2)cc1, CO. The product is CS(=O)(=O)Nc1ccc(CCN)cc1. RXN SMILES: [CH2:1]([c:2]1[cH:3][cH:4][cH:5][cH:6][cH:7]1)[NH:8][CH2:9][CH2:10][c:11]1[cH:12][cH:13][c:14]([NH:15][S:16](=[O:17])(=[O:18])[CH3:19])[cH:20][cH:21]1.[CH3:22][OH:23]>>[NH2:8][CH2:9][CH2:10][c:11]1[cH:12][cH:13][c:14]([NH:15][S:16](=[O:17])(=[O:18])[CH3:19])[cH:20][cH:21]1.